Dataset: the Open Reaction Database (ORD), a public repository of structured organic reaction records. Task: describe an organic reaction: reactants, conditions, products, and yield Starting materials: C(CCC)NCCCC (dibutylamine), C([O-])([O-])=O.[K+].[K+] (potassium carbonate), NC=1NC2=C(N1)C=CC=C2 (2-aminobenzimidazole), C(OC1=CC=CC=C1)(OC1=CC=CC=C1)=O (diphenyl carbonate), C1(=CC=CC=C1)O (phenol), N1=C(NC2=C1C=CC=C2)NC(=O)NCCCC (1-(benzimidazol-2-yl)-3-(butyl)-urea), C(OC1=CC=CC=C1)(OC1=CC=CC=C1)=O (diphenyl carbonate). Run in C(C1=CC=CC=C1)#N (benzonitrile), N1=CC=CC=C1 (pyridine). Conditions: temperature 160 celsius, time 15 hour. Product: C(CCC)N1C(NC2=NC3=C(N2C1=O)C=CC=C3)=O (3-Butyl-2,4-dioxo-1,2,3,4-tetrahydro-s-triazino-[1,2-a]-benzimidazole). RXN SMILES: NC1NC2C=CC=CC=2N=1.[C:11](=O)(OC1C=CC=CC=1)[O:12]C1C=CC=CC=1.C1(O)C=CC=CC=1.C(NCCCC)CCC.[N:43]1[C:47]2[CH:48]=[CH:49][CH:50]=[CH:51][C:46]=2[NH:45][C:44]=1[NH:52][C:53]([NH:55][CH2:56][CH2:57][CH2:58][CH3:59])=[O:54].C(=O)([O-])[O-].[K+].[K+]>C(#N)C1C=CC=CC=1.N1C=CC=CC=1>[CH2:56]([N:55]1[C:11](=[O:12])[N:45]2[C:44](=[N:43][C:47]3[CH:48]=[CH:49][CH:50]=[CH:51][C:46]=32)[NH:52][C:53]1=[O:54])[CH2:57][CH2:58][CH3:59] |f:5.6.7|. Procedure: A mixture of 100 g of 2-aminobenzimidazole and 188 g of diphenyl carbonate, 390 g of phenol and 0.1 g of pyridine was kept for 1 hour at 60°-68° C. and for 15 hours at 70° C. 63 g of dibutylamine were added and the reaction mixture was kept for 1 hour at 70° C. and for 3 hours at 100° C. For the reaction, according to the invention, of the resulting 1-(benzimidazol-2-yl)-3-(butyl)-urea, 241 g of diphenyl carbonate, 200 g of benzonitrile and 0.2 g of potassium carbonate, were added and the mixtur...